Dataset: the Open Reaction Database (ORD), a public repository of structured organic reaction records. Task: describe an organic reaction: reactants, conditions, products, and yield Starting materials: CC(=O)OCC=C(C)CCc1c(C)c(O)c(C)c(C)c1O, C1CCOC1. The product is C=CC1(C)CCc2c(C)c(O)c(C)c(C)c2O1. RXN SMILES: [C:1]([O:2][CH2:5][CH:6]=[C:7]([CH2:8][CH2:9][c:10]1[c:11]([OH:20])[c:12]([CH3:19])[c:13]([CH3:18])[c:14]([OH:17])[c:15]1[CH3:16])[CH3:21])(=[O:3])[CH3:4].[O:22]1[CH2:23][CH2:24][CH2:25][CH2:26]1>>[CH2:5]=[CH:6][C:7]1([CH3:21])[CH2:8][CH2:9][c:10]2[c:11]([c:12]([CH3:19])[c:13]([CH3:18])[c:14]([OH:17])[c:15]2[CH3:16])[O:20]1. Starting materials: C(C)C1=C(C(=CC(=C1)C(C(F)(F)F)(C(F)(F)F)F)C)NC(=O)C1=CC=C(C=C1)C(C)NC(OC(C)(C)C)=O (Tert-Butyl [1-(4-{[2-ethyl-4-(1,1,1,2,3,3,3-heptafluoropropan-2-yl)-6-methylphenyl]carbamoyl}phenyl)ethyl]carbamate), FC(C(=O)O)(F)F (trifluoroacetic acid). Run in C(Cl)Cl (methylene chloride). Run at time 3 hour. Product: NC(C)C1=CC=C(C(=O)NC2=C(C=C(C=C2C)C(C(F)(F)F)(C(F)(F)F)F)CC)C=C1 (4-(1-aminoethyl)-N-[2-ethyl-4-(1,1,1,2,3,3,3-heptafluoropropan-2-yl)-6-methylphenyl]benzamide), crude product. RXN SMILES: [CH2:1]([C:3]1[CH:8]=[C:7]([C:9]([F:18])([C:14]([F:17])([F:16])[F:15])[C:10]([F:13])([F:12])[F:11])[CH:6]=[C:5]([CH3:19])[C:4]=1[NH:20][C:21]([C:23]1[CH:28]=[CH:27][C:26]([CH:29]([NH:31]C(=O)OC(C)(C)C)[CH3:30])=[CH:25][CH:24]=1)=[O:22])[CH3:2].FC(F)(F)C(O)=O>C(Cl)Cl>[NH2:31][CH:29]([C:26]1[CH:25]=[CH:24][C:23]([C:21]([NH:20][C:4]2[C:5]([CH3:19])=[CH:6][C:7]([C:9]([F:18])([C:10]([F:11])([F:12])[F:13])[C:14]([F:15])([F:16])[F:17])=[CH:8][C:3]=2[CH2:1][CH3:2])=[O:22])=[CH:28][CH:27]=1)[CH3:30]. Procedure details: Tert-Butyl [1-(4-{[2-ethyl-4-(1,1,1,2,3,3,3-heptafluoropropan-2-yl)-6-methylphenyl]carbamoyl}phenyl)ethyl]carbamate (1.7 g) was dissolved in methylene chloride (20 ml). To the solution, trifluoroacetic acid (1.5 g) was added and the mixture was stirred at room temperature for 3 hours. The solvent was distilled off under reduced pressure and the residue was neutralized by adding water and potassium carbonate followed by extraction twice with ethyl acetate. The organic phases were combined, washed... Starting materials: Cl, O=S(=O)(Cl)c1ccc(F)c(S(=O)(=O)C(F)(F)F)c1, [NH4+], [OH-]. The product is NS(=O)(=O)c1ccc(F)c(S(=O)(=O)C(F)(F)F)c1. As a reaction SMILES: [ClH:21].[F:1][c:2]1[c:3]([S:12](=[O:13])(=[O:14])[C:15]([F:16])([F:17])[F:18])[cH:4][c:5]([S:8](=[O:9])(=[O:10])[Cl:11])[cH:6][cH:7]1.[NH4+:19].[OH-:20]>>[F:1][c:2]1[c:3]([S:12](=[O:13])(=[O:14])[C:15]([F:16])([F:17])[F:18])[cH:4][c:5]([S:8](=[O:9])(=[O:10])[NH2:19])[cH:6][cH:7]1. The reactants are C(=O)O.C1(=CCCCCCCC1)C1=CCCCCCCC1 (bicyclononenyl formate), C[O-].[Na+] (sodium methoxide), C(C)(=O)O (acetic acid), C(OCC)(OCC)=O (diethyl carbonate), solution. Solvent: O (water). Run at time 1.25 hour. The product is C(OC1(CCCCCCCC1)C1CCCCCCCC1)(OCC)=O (Bicyclononanyl Ethyl Carbonate). As a reaction SMILES: C(O)=O.[C:4]1([C:13]2[CH2:21][CH2:20][CH2:19][CH2:18][CH2:17][CH2:16][CH2:15][CH:14]=2)[CH2:12][CH2:11][CH2:10][CH2:9][CH2:8][CH2:7][CH2:6][CH:5]=1.[C:22](=[O:29])([O:26]CC)[O:23][CH2:24][CH3:25].C[O-].[Na+].C(O)(=O)C>O>[C:22](=[O:26])([O:23][CH2:24][CH3:25])[O:29][C:4]1([CH:13]2[CH2:21][CH2:20][CH2:19][CH2:18][CH2:17][CH2:16][CH2:15][CH2:14]2)[CH2:12][CH2:11][CH2:10][CH2:9][CH2:8][CH2:7][CH2:6][CH2:5]1 |f:0.1,3.4|. Reported procedure: Into a 1 liter reaction vessel equipped with stirrer, thermometer and addition funnel are placed 339 grams (2.04 moles) of bicyclononenyl formate produced according to Example I containing compounds having the structures: ##STR175## 531 grams (4.5 moles) diethyl carbonate; and 31 grams (0.14 moles) of an aqueous 25% solution of sodium methoxide. The resulting mixture is stirred for a period of 1.25 hours. At the end of the 1.25 hour period, 30 grams (0.5 moles) of acetic acid and 2 liters of wat... Reactants: ClC(=O)OC(C)Cl (1-chloroethyl chloroformate), C(C)O (ethanol), N1=CC=CC=C1 (pyridine). Solvent: C(Cl)Cl (DCM), C(Cl)Cl (DCM). The product is C(OC(C)Cl)(OCC)=O (1-chloroethyl ethyl carbonate), oil. The yield is 87.7%. RXN SMILES: Cl[C:2]([O:4][CH:5]([Cl:7])[CH3:6])=[O:3].C([OH:10])C.N1[CH:16]=[CH:15]C=CC=1>C(Cl)Cl>[C:2](=[O:10])([O:3][CH2:15][CH3:16])[O:4][CH:5]([Cl:7])[CH3:6]. Procedure: The title compound was prepared according to the procedure as described in Example 26 step 1 using a solution of 1-chloroethyl chloroformate (10 g, 69.9 mmol) in DCM (200 mL), a mixture of ethanol (4.5 mL, 77.2 mmol) and pyridine (6.8 mL, 84.5 mmol) in DCM (50 mL). The title compound was obtained as colorless oil (9.32 g, 87.7%) and was used in the next step without further purification. The title compound was characterized by 1H NMR as shown below: Starting materials: C([O-])([O-])=O.[K+].[K+] (Potassium carbonate), FC(F)(F)[Si](C)(C)C ((trifluoromethyl)trimethylsilane), COC=1C=C(C=CC1N1C=NC(=C1)C)NC1=NC(=CC(=N1)C=O)COCC(F)(F)F (2-(3-methoxy-4-(4-methyl-1H-imidazol-1-yl)phenylamino)-6-((2,2,2-trifluoroethoxy)methyl)pyrimidine-4-carbaldehyde). Run in CN(C)C=O (DMF). Reaction conditions: time 30 minute. Product: FC(C(O)C1=NC(=NC(=C1)COCC(F)(F)F)NC1=CC(=C(C=C1)N1C=NC(=C1)C)OC)(F)F (2,2,2-Trifluoro-1-(2-(3-methoxy-4-(4-methyl-1H-imidazol-1-yl)phenylamino)-6-((2,2,2-trifluoroethoxy)methyl)pyrimidin-4-yl)ethanol). Isolated yield 10.2%. RXN SMILES: [CH3:1][O:2][C:3]1[CH:4]=[C:5]([NH:15][C:16]2[N:21]=[C:20]([CH:22]=[O:23])[CH:19]=[C:18]([CH2:24][O:25][CH2:26][C:27]([F:30])([F:29])[F:28])[N:17]=2)[CH:6]=[CH:7][C:8]=1[N:9]1[CH:13]=[C:12]([CH3:14])[N:11]=[CH:10]1.C(=O)([O-])[O-].[K+].[K+].[F:37][C:38]([Si](C)(C)C)([F:40])[F:39]>CN(C=O)C>[F:37][C:38]([F:40])([F:39])[CH:22]([C:20]1[CH:19]=[C:18]([CH2:24][O:25][CH2:26][C:27]([F:29])([F:30])[F:28])[N:17]=[C:16]([NH:15][C:5]2[CH:6]=[CH:7][C:8]([N:9]3[CH:13]=[C:12]([CH3:14])[N:11]=[CH:10]3)=[C:3]([O:2][CH3:1])[CH:4]=2)[N:21]=1)[OH:23] |f:1.2.3|. Reported procedure: Molecular sieves were added to a solution of 2-(3-methoxy-4-(4-methyl-1H-imidazol-1-yl)phenylamino)-6-((2,2,2-trifluoroethoxy)methyl)pyrimidine-4-carbaldehyde (60 mg, 0.14 mmol) in dry DMF (1 mL) under argon atmosphere. The mixture was stirred for 30 minutes. Potassium carbonate (2 mg, 0.01 mmol) and (trifluoromethyl)trimethylsilane (0.427 mL, 0.21 mmol) were added. The mixture was stirred at ambient temperature for 2 days. The mixture was filtered and purified by preparative HPLC to yield the t...